This data is from the Open Reaction Database (ORD), a public repository of structured organic reaction records. The task is: describe an organic reaction: reactants, conditions, products, and yield Reactants: N1C(=NC=C1)C=O (1H-imidazole-2-carbaldehyde), ICCC (1-iodopropane), C([O-])([O-])=O.[K+].[K+] (potassium carbonate). The solvent is CN(C)C=O (DMF). Run at temperature 50 celsius. Product: C(CC)N1C(=NC=C1)C=O (1-propyl-1H-imidazole-2-carbaldehyde). The yield is 95.9%. RXN SMILES: [NH:1]1[CH:5]=[CH:4][N:3]=[C:2]1[CH:6]=[O:7].I[CH2:9][CH2:10][CH3:11].C(=O)([O-])[O-].[K+].[K+]>CN(C=O)C>[CH2:9]([N:1]1[CH:5]=[CH:4][N:3]=[C:2]1[CH:6]=[O:7])[CH2:10][CH3:11] |f:2.3.4|. Reported procedure: 1H-imidazole-2-carbaldehyde (800 mg, 8.3 mmol), 1-iodopropane (1.7 g, 10 mmol) and potassium carbonate (1.4 g) were added in DMF (30 mL) and the mixture was heated to 50° C. overnight. Then the mixture was evaporated under reduced pressure, and extracted with ethyl acetate (100 mL×4). The combined organic layers were dried over anhydrous sodium sulfate, concentrated to give 1-propyl-1H-imidazole-2-carbaldehyde (1.1 g). LC-MS (ESI) m/z 139 (M+1)+. RXN SMILES: [F:1][C:2]1[CH:3]=[C:4]([C:16]([NH:18][CH2:19][C:20]2[CH:29]=[CH:28][C:23]([C:24]([O:26][CH3:27])=[O:25])=[CH:22][CH:21]=2)=[O:17])[C:5]([O:8][C:9]2[CH:14]=[CH:13][C:12]([F:15])=[CH:11][CH:10]=2)=[N:6][CH:7]=1.NCC1C=CC(C(OC)=O)=CC=1[F:42]>>[F:42][C:29]1[CH:28]=[C:23]([CH:22]=[CH:21][C:20]=1[CH2:19][NH:18][C:16]([C:4]1[C:5]([O:8][C:9]2[CH:14]=[CH:13][C:12]([F:15])=[CH:11][CH:10]=2)=[N:6][CH:7]=[C:2]([F:1])[CH:3]=1)=[O:17])[C:24]([O:26][CH3:27])=[O:25]. Reported procedure: The title compound was prepared according to the procedure described in step 3 of Example 1 from 5-fluoro-2-(4-fluorophenoxy)nicotinic acid (step 3 of Example 1) and methyl 4-(aminomethyl)-3-fluorobenzoate: 1H-NMR (CDCl3) δ 8.45–8.33 (2H, m), 8.04 (1H, d, J=3.1 Hz), 7.80 (1H, dd, J=7.9, 1.5 Hz), 7.71 (1H, dd, J=10.5, 1.5 Hz), 7.49 (1H, t, J=7.6 Hz), 7.17–7.12 (4H, m), 4.78 (2H, d, J=6.1 Hz), 3.91 (3H, s); MS (ESI) m/z 417 (M+H)+, 415 (M−H)−. Yields the product FC=1C=C(C(=O)OC)C=CC1CNC(=O)C=1C(=NC=C(C1)F)OC1=CC=C(C=C1)F (Methyl 3-fluoro-4-[({[5-fluoro-2-(4-fluorophenoxy)pyridin-3-yl]carbonyl}amino)methyl]benzoate). Starting materials: FC=1C=C(C(=NC1)OC1=CC=C(C=C1)F)C(=O)NCC1=CC=C(C(=O)OC)C=C1 (Methyl 4-[({[5-fluoro-2-(4-fluorophenoxy)pyridin-3-yl]carbonyl}amino)methyl]benzoate), NCC1=C(C=C(C(=O)OC)C=C1)F (methyl 4-(aminomethyl)-3-fluorobenzoate). Procedure details: The title compound was prepared in analogy to Example 9 using chloro-3-imidazo[1,2-a]pyridin-6-ylmethyl-imidazo[1,2-b]pyridazine (Example 74) instead of (rac)-(6-chloro-imidazo[1,2-b]pyridazin-3-yl)-imidazo[1,2-a]pyridin-6-yl-methanol (Stage 9.1) and 1-ethyl-4-(4,4,5,5-tetramethyl-[1,3,2]dioxaborolan-2-yl)-1H-pyrazole instead of 1-methyl-4-(4,4,5,5-tetramethyl-[1,3,2]dioxaborolan-2-yl)-1H-pyrazole (tR 2.88 min (conditions 3), MH+=344.1). Product: C(C)N1N=CC(=C1)C=1C=CC=2N(N1)C(=CN2)CC=2C=CC=1N(C2)C=CN1 (6-(1-Ethyl-1H-pyrazol-4-yl)-3-imidazo[1,2-a]pyridin-6-ylmethyl-imidazo[1,2-b]pyridazine). Starting materials: ClC=1C=CC=2N(N1)C(=CN2)CC=2C=CC=1N(C2)C=CN1 (6-Chloro-3-imidazo[1,2-a]pyridin-6-ylmethyl-imidazo[1,2-b]pyridazine), C(C)N1N=CC(=C1)B1OC(C(O1)(C)C)(C)C (1-ethyl-4-(4,4,5,5-tetramethyl-[1,3,2]dioxaborolan-2-yl)-1H-pyrazole). RXN SMILES: Cl[C:2]1[CH:3]=[CH:4][C:5]2[N:6]([C:8]([CH2:11][C:12]3[CH:13]=[CH:14][C:15]4[N:16]([CH:18]=[CH:19][N:20]=4)[CH:17]=3)=[CH:9][N:10]=2)[N:7]=1.[CH2:21]([N:23]1[CH:27]=[C:26](B2OC(C)(C)C(C)(C)O2)[CH:25]=[N:24]1)[CH3:22]>>[CH2:21]([N:23]1[CH:27]=[C:26]([C:2]2[CH:3]=[CH:4][C:5]3[N:6]([C:8]([CH2:11][C:12]4[CH:13]=[CH:14][C:15]5[N:16]([CH:18]=[CH:19][N:20]=5)[CH:17]=4)=[CH:9][N:10]=3)[N:7]=2)[CH:25]=[N:24]1)[CH3:22]. Starting materials: FC(C=1C=C(C=CC1)NN=C(C1=CC=NC=C1)Br)(F)F (N-[3-(trifluoromethyl)phenyl]pyridine-4-carbohydrazonoyl bromide), ice, C(CC(=O)C)(=O)OCC (ethyl acetoacetate), C(C)[O-].[Na+] (sodium ethanolate). Solvent: C(C)O (ethanol), C(C)O (ethanol). Run at temperature 0 celsius, time 1 hour. Product: C(C)OC(=O)C=1C(=NN(C1C)C1=CC(=CC=C1)C(F)(F)F)C1=CC=NC=C1 (5-Methyl-3-pyridin-4-yl-1-(3-trifluoromethyl-phenyl)-1H-pyrazole-4-carboxylic acid ethyl ester). The yield is 21.2%. Reaction SMILES: [C:1]([O:7][CH2:8][CH3:9])(=[O:6])[CH2:2][C:3]([CH3:5])=O.C([O-])C.[Na+].[F:14][C:15]([F:33])([F:32])[C:16]1[CH:17]=[C:18]([NH:22][N:23]=[C:24](Br)[C:25]2[CH:30]=[CH:29][N:28]=[CH:27][CH:26]=2)[CH:19]=[CH:20][CH:21]=1>C(O)C>[CH2:8]([O:7][C:1]([C:2]1[C:24]([C:25]2[CH:30]=[CH:29][N:28]=[CH:27][CH:26]=2)=[N:23][N:22]([C:18]2[CH:19]=[CH:20][CH:21]=[C:16]([C:15]([F:33])([F:14])[F:32])[CH:17]=2)[C:3]=1[CH3:5])=[O:6])[CH3:9] |f:1.2|. Reported procedure: An ice cooled solution of ethyl acetoacetate (0.21 ml, 1.63 mmol) in 10 ml ethanol was treated with a solution of sodium ethanolate 21% (in ethanol, 0.6 ml, 1.63 mmol). The reaction mixture was stirred 1 h at 0° C., then N-[3-(trifluoromethyl)phenyl]pyridine-4-carbohydrazonoyl bromide (562 mg, 1.63 mmol) in 5 ml ethanol was added drop wise. The yellow suspension was stirred 1 h at room temperature and 2 days at 50° C. The reaction mixture was concentrated in vacuo and the residual product partit... Starting materials: C(C)(C)(C)O[C@H](C(=O)OC)C1=C2N3CCC(OCCCC[C@@H](OC=4C(=CC=CC4C4=CC=CC(C5=CN2C(C(=C1C)C)=N5)=C4)F)C)(CC3)C (methyl(2S)-2-(tert-butoxy)-2-[(22S)-19-fluoro-4,5,22,28-tetramethyl-21,27-dioxa-1,7,34-triazahexacyclo[26.2.2.16,9.110,14.02,7.015,20]tetratriaconta-2,4,6(34),8,10(33),11,13,15(20),16,18-decaen-3-yl]acetate), C(C)(C)(C)O[C@H](C(=O)O)C1=C2N3CCC(OCCCC[C@@H](OC=4C=CC(=CC4C4=CC=CC(C5=C(N2C(C=C1C)=N5)Cl)=C4)C)C)(CC3)C ((2S)-2-(tert-butoxy)-2-[(22S)-8-chloro-4,17,22,28-tetramethyl-21,27-dioxa-1,7,34-triazahexacyclo[26.2.2.16,9.110,14.02,7.015,20]tetratriaconta-2,4,6(34),8,10(33),11,13,15(20),16,18-decaen-3-yl]acetic acid). Product: C(C)(C)(C)O[C@H](C(=O)O)C1=C2N3CCC(OCCCC[C@@H](OC=4C(=CC=CC4C4=CC=CC(C5=CN2C(C(=C1C)C)=N5)=C4)F)C)(CC3)C ((2S)-2-(tert-Butoxy)-2-[(22S)-19-fluoro-4,5,22,28-tetramethyl-21,27-dioxa-1,7,34-triazahexacyclo[26.2.2.16,9.110,14.02,7.015,20]tetratriaconta-2,4,6(34),8,10(33),11,13,15(20),16,18-decaen-3-yl]acetic acid). Isolated yield 7.1%. Reaction SMILES: [C:1]([O:5][C@@H:6]([C:11]1[C:40]([CH3:41])=[C:39]([CH3:42])[C:38]2=[N:43][C:35]3=[CH:36][N:37]2[C:12]=1[N:13]1[CH2:48][CH2:47][C:16]([CH3:49])([O:17][CH2:18][CH2:19][CH2:20][CH2:21][C@H:22]([CH3:46])[O:23][C:24]2[C:25]([F:45])=[CH:26][CH:27]=[CH:28][C:29]=2[C:30]2[CH:44]=[C:34]3[CH:33]=[CH:32][CH:31]=2)[CH2:15][CH2:14]1)[C:7]([O:9]C)=[O:8])([CH3:4])([CH3:3])[CH3:2].C(O[C@@H](C1C(C)=CC2=NC3=C(Cl)N2C=1N1CCC(C)(OCCCC[C@H](C)OC2C=CC(C)=CC=2C2C=C3C=CC=2)CC1)C(O)=O)(C)(C)C>>[C:1]([O:5][C@@H:6]([C:11]1[C:40]([CH3:41])=[C:39]([CH3:42])[C:38]2=[N:43][C:35]3=[CH:36][N:37]2[C:12]=1[N:13]1[CH2:14][CH2:15][C:16]([CH3:49])([O:17][CH2:18][CH2:19][CH2:20][CH2:21][C@H:22]([CH3:46])[O:23][C:24]2[C:25]([F:45])=[CH:26][CH:27]=[CH:28][C:29]=2[C:30]2[CH:44]=[C:34]3[CH:33]=[CH:32][CH:31]=2)[CH2:47][CH2:48]1)[C:7]([OH:9])=[O:8])([CH3:4])([CH3:2])[CH3:3]. Reported procedure: Prepared in 7.14% yield from methyl(2S)-2-(tert-butoxy)-2-[(22S)-19-fluoro-4,5,22,28-tetramethyl-21,27-dioxa-1,7,34-triazahexacyclo[26.2.2.16,9.110,14.02,7.015,20]tetratriaconta-2,4,6(34),8,10(33),11,13,15(20),16,18-decaen-3-yl]acetate following the procedure for (2S)-2-(tert-butoxy)-2-[(22S)-8-chloro-4,17,22,28-tetramethyl-21,27-dioxa-1,7,34-triazahexacyclo[26.2.2.16,9.110,14.02,7.015,20]tetratriaconta-2,4,6(34),8,10(33),11,13,15(20),16,18-decaen-3-yl]acetic acid. 1H NMR (500 MHz, DMSO-d6) δ 8....